From a dataset of the Open Reaction Database (ORD), a public repository of structured organic reaction records. describe an organic reaction: reactants, conditions, products, and yield The reactants are CN(S(=O)(=O)C1=CC=C(C=C1)C(F)(F)F)C[C@@H]1CC[C@H](CC1)CCOS(=O)(=O)C (trans-methanesulfonic acid 2-(4-{[methyl-(4-trifluoromethyl-benzenesulfonyl)-amino]-methyl}-cyclohexyl)-ethyl ester), N1C=NC=C1 (imidazole), [H-].[Na+] (sodium hydride). The solvent is CN(C=O)C (N,N-dimethylformamide). Yields the product N1(C=NC=C1)CC[C@@H]1CC[C@H](CC1)CN(S(=O)(=O)C1=CC=C(C=C1)C(F)(F)F)C (trans-N-[4-(2-imidazol-1-yl-ethyl)-cyclohexylmethyl]-N-methyl-4-trifluoromethyl-benzenesulfonamide). As a reaction SMILES: [CH3:1][N:2]([CH2:16][C@H:17]1[CH2:22][CH2:21][C@H:20]([CH2:23][CH2:24]OS(C)(=O)=O)[CH2:19][CH2:18]1)[S:3]([C:6]1[CH:11]=[CH:10][C:9]([C:12]([F:15])([F:14])[F:13])=[CH:8][CH:7]=1)(=[O:5])=[O:4].[NH:30]1[CH:34]=[CH:33][N:32]=[CH:31]1.[H-].[Na+]>CN(C)C=O>[N:30]1([CH2:24][CH2:23][C@H:20]2[CH2:21][CH2:22][C@H:17]([CH2:16][N:2]([CH3:1])[S:3]([C:6]3[CH:11]=[CH:10][C:9]([C:12]([F:15])([F:14])[F:13])=[CH:8][CH:7]=3)(=[O:5])=[O:4])[CH2:18][CH2:19]2)[CH:34]=[CH:33][N:32]=[CH:31]1 |f:2.3|. Procedure details: In analogy to the procedure described in example 25.1, trans-methanesulfonic acid 2-(4-{[methyl-(4-trifluoromethyl-benzenesulfonyl)-amino]-methyl}-cyclohexyl)-ethyl ester (example 9.10) was reacted with imidazole in N,N-dimethylformamide in the presence of sodium hydride to yield trans-N-[4-(2-imidazol-1-yl-ethyl)-cyclohexylmethyl]-N-methyl-4-trifluoromethyl-benzenesulfonamide as yellowish solid, MS: 430 (MH+). Reactants: Cl[Si](C)(C)C=1CC2=CC=CC=C2C1 (Chloro-2-indenyldimethylsilane), C[Si](C)(C)C1(C=CC=C1)[Li] (trimethylsilylcyclopentadienyllithium), O (water). Solvent: O1CCCC1 (tetrahydrofuran), O1CCCC1 (tetrahydrofuran). Conditions: temperature 0 celsius, time 15 hour. Yields the product C[Si](C)(C)C[Si](C)(C=1CC2=CC=CC=C2C1)C1C=CC=C1 (trimethylsilylcyclopentadienyl-2-indenyl-dimethylsilane). Yield: 54.6%. RXN SMILES: Cl[Si:2]([C:5]1[CH2:6][C:7]2[C:12]([CH:13]=1)=[CH:11][CH:10]=[CH:9][CH:8]=2)([CH3:4])[CH3:3].C[Si]([C:18]1([Li])[CH:22]=[CH:21][CH:20]=[CH:19]1)(C)C.O>O1CCCC1>[CH3:3][Si:2]([CH2:3][Si:2]([CH:21]1[CH:20]=[CH:19][CH:18]=[CH:22]1)([C:5]1[CH2:6][C:7]2[C:12]([CH:13]=1)=[CH:11][CH:10]=[CH:9][CH:8]=2)[CH3:4])([CH3:5])[CH3:4]. Procedure: Chloro-2-indenyldimethylsilane (5.15 g, 0.025 mol.) according to Example 1 was dissolved in 10 ml of tetrahydrofuran. The solution was cooled to 0° C. and a solution of trimethylsilylcyclopentadienyllithium (3.60 g, 0.025 mol.) in 20 ml of tetrahydrofuran was added. Stirring was carried out for 15 hours at 25° C. 50 ml of water were then added, and the organic phase was washed with water again and dried over Na2SO4. After removal of the solvents under an oil pump vacuum, the yellowish oil that r... The reactants are O (water), FC1=CC=C(C=C1)C(F)(F)F (4-fluorobenzotrifluoride), NC1=CC=C(C=C1)S (4-aminothiophenol), CC(C)([O-])C.[K+] (potassium t-butoxide). The solvent is CS(=O)C (DMSO). Reaction conditions: temperature 0 celsius, time 10 minute. Yields the product FC(C1=CC=C(C=C1)SC1=CC=C(N)C=C1)(F)F (4-(4-TRIFLUOROMETHYLPHENYLTHIO)ANILINE). As a reaction SMILES: F[C:2]1[CH:7]=[CH:6][C:5]([C:8]([F:11])([F:10])[F:9])=[CH:4][CH:3]=1.[NH2:12][C:13]1[CH:18]=[CH:17][C:16]([SH:19])=[CH:15][CH:14]=1.CC(C)([O-])C.[K+].O>CS(C)=O>[F:9][C:8]([F:11])([F:10])[C:5]1[CH:6]=[CH:7][C:2]([S:19][C:16]2[CH:17]=[CH:18][C:13]([NH2:12])=[CH:14][CH:15]=2)=[CH:3][CH:4]=1 |f:2.3|. Procedure details: To a stirred solution of 4-fluorobenzotrifluoride (9.85 g) and 4-aminothiophenol (7.51 g) in DMSO (60 mL), cooled in an ice bath, was added in one portion potassium t-butoxide (6.73 g). The resulting mixture was stirred at 0° C. for 10 minutes, then at 60° C. overnight. After cooling, the mixture was poured into water (600 mL) and the resulting mixture extracted with ether (2×200 mL). The organic phase was washed with 2N sodium hydroxide (50 mL), then with water (50 mL). After drying (MgSO4), th... Starting materials: NC1=NC(=C2N=CN(C2=N1)CCC1COC(OC1)(C)C)Cl (2-amino-6-chloro-9-[2-(2,2-dimethyl-1,3-dioxan-5-yl)ethyl]purine), [N-]=[N+]=[N-].[Na+] (sodium azide). Run in CN(C=O)C (N,N-dimethylformamide). Run at temperature 105 celsius, time 4 hour. Yields the product NC1=NC(=C2N=CN(C2=N1)CCC1COC(OC1)(C)C)N=[N+]=[N-] (2-amino-6-azido-9-[2-(2,2-dimethyl-1,3-dioxan-5-yl)ethyl]purine). The yield is 75.4%. As a reaction SMILES: [NH2:1][C:2]1[N:10]=[C:9]2[C:5]([N:6]=[CH:7][N:8]2[CH2:11][CH2:12][CH:13]2[CH2:18][O:17][C:16]([CH3:20])([CH3:19])[O:15][CH2:14]2)=[C:4](Cl)[N:3]=1.[N-:22]=[N+:23]=[N-:24].[Na+]>CN(C)C=O>[NH2:1][C:2]1[N:10]=[C:9]2[C:5]([N:6]=[CH:7][N:8]2[CH2:11][CH2:12][CH:13]2[CH2:18][O:17][C:16]([CH3:20])([CH3:19])[O:15][CH2:14]2)=[C:4]([N:22]=[N+:23]=[N-:24])[N:3]=1 |f:1.2|. Procedure details: To a solution of 2-amino-6-chloro-9-[2-(2,2-dimethyl-1,3-dioxan-5-yl)ethyl]purine (0.47 g, 1.5 mmol) in dry N,N-dimethylformamide (5 ml), sodium azide (0.20 g, 3.0 mmol) was added and the mixture was stirred at 100-110° C. for 4 hours. The solvent was removed and the residue washed with water to leave 2-amino-6-azido-9-[2-(2,2-dimethyl-1,3-dioxan-5-yl)ethyl]purine as a crystalline solid (0.36 g, 75%), m.p. decomposed at 200° C.; λmax (MeOH) 272 (ε 8,210) and 301 (ε 10,100) nm; νmax (KBr) 1670, 1... RXN SMILES: [NH2:1][C:2]1[S:3][C:4]([O:10][CH3:11])=[C:5]([CH3:9])[C:6]=1[C:7]#[N:8].[C:12]([N:20]=[C:21]=[O:22])(=[O:19])[C:13]1[CH:18]=[CH:17][CH:16]=[CH:15][CH:14]=1>>[C:7]([C:6]1[C:5]([CH3:9])=[C:4]([O:10][CH3:11])[S:3][C:2]=1[NH:1][C:21]([NH:20][C:12](=[O:19])[C:13]1[CH:14]=[CH:15][CH:16]=[CH:17][CH:18]=1)=[O:22])#[N:8]. The reactants are NC=1SC(=C(C1C#N)C)OC (2-amino-5-methoxy-4-methylthiophene-3-carbonitrile), C(C1=CC=CC=C1)(=O)N=C=O (benzoyl isocyanate). Reported procedure: Prepared as in Example 1a from 2-amino-5-methoxy-4-methylthiophene-3-carbonitrile (example 13b) and benzoyl isocyanate as an off-white solid. 1H NMR (400 MHz, DMSO-d6) δ2.03 (s, 3H), 3.86 (s, 3H), 7.54 (t, J=7.2 Hz, 2H), 7.67 (t, J=7.6 Hz, 1H), 8.01-8.03 (d, J=8.4 Hz, 2H), 11.60 (s, 1H), 12.03 (s, 1H). MS 316 (MH+). Yields the product C(#N)C1=C(SC(=C1C)OC)NC(=O)NC(C1=CC=CC=C1)=O (N-(3-Cyano-5-methoxy-4-methylthiophen-2-ylcarbamoyl)benzamide).